This data is from the Open Reaction Database (ORD), a public repository of structured organic reaction records. The task is: describe an organic reaction: reactants, conditions, products, and yield Reactants: CCOC(=O)C(F)(F)Br, C1CCOC1, CCOC(C)=O, O=Cc1ccccc1[N+](=O)[O-], [Zn]. Product: CCOC(=O)C(F)(F)C(O)c1ccccc1[N+](=O)[O-]. RXN SMILES: [Br:1][C:2]([C:3](=[O:4])[O:5][CH2:6][CH3:7])([F:8])[F:9].[CH2:21]1[O:22][CH2:23][CH2:24][CH2:25]1.[CH3:26][CH2:27][O:28][C:29]([CH3:30])=[O:31].[N+:10](=[O:11])([O-:12])[c:13]1[c:14]([CH:15]=[O:16])[cH:17][cH:18][cH:19][cH:20]1.[Zn:32]>>[C:2]([C:3](=[O:4])[O:5][CH2:6][CH3:7])([F:8])([F:9])[CH:15]([c:14]1[c:13]([N+:10](=[O:11])[O-:12])[cH:20][cH:19][cH:18][cH:17]1)[OH:16]. Reactants: C(C1=CC=CC=C1)N1CCC(CC1)NS(=O)(=O)C1=CC=CC=C1 (N-(1-benzylpiperidin-4-yl)-benzene sulfonamide), C(CCC)[Li] (n-butyllithium), ClC1=CC=C(C=O)C=C1 (p-chlorobenzaldehyde). Run in C(C)OC(C)=O (ethylacetate), C(OC)COC (dimethoxyethane). The product is C(C1=CC=CC=C1)N1CCC(CC1)N1S(C2=C(C1C1=CC=C(C=C1)Cl)C=CC=C2)(=O)=O (2-(1-Benzylpiperidin-4-yl)-3-(4-chlorophenyl)-2,3-dihydrobenzo[d]-isothiazole-1,1-dioxide). Yield: 65.7%. As a reaction SMILES: [CH2:1]([N:8]1[CH2:13][CH2:12][CH:11]([NH:14][S:15]([C:18]2[CH:23]=[CH:22][CH:21]=[CH:20][CH:19]=2)(=[O:17])=[O:16])[CH2:10][CH2:9]1)[C:2]1[CH:7]=[CH:6][CH:5]=[CH:4][CH:3]=1.C([Li])CCC.[Cl:29][C:30]1[CH:37]=[CH:36][C:33]([CH:34]=O)=[CH:32][CH:31]=1>C(COC)OC.C(OC(=O)C)C>[CH2:1]([N:8]1[CH2:9][CH2:10][CH:11]([N:14]2[CH:34]([C:33]3[CH:36]=[CH:37][C:30]([Cl:29])=[CH:31][CH:32]=3)[C:19]3[CH:20]=[CH:21][CH:22]=[CH:23][C:18]=3[S:15]2(=[O:17])=[O:16])[CH2:12][CH2:13]1)[C:2]1[CH:3]=[CH:4][CH:5]=[CH:6][CH:7]=1. Procedure: To a solution of 19.16 g (58.1 mmol) of N-(1-benzylpiperidin-4-yl)-benzene sulfonamide in 300 mL of dimethoxyethane at 0° C. was added 46.4 mL (116.1 mmol) of a n-butyllithium (2.5 M) slowly via addition funnel. The mixture was stirred using an overhead stirrer for 45 minutes at 0° C., then 9.61 g (63.9 mmol) of p-chlorobenzaldehyde was added in one portion. The mixture was allowed to warm to room temperature, diluted with 1 liter of ethylacetate and washed 2×500 mL of water followed by 500 mL o... Procedure: To a stirring solution of tert-butyl 4-(4-fluoro-2-methylphenyl)pyridin-3-ylcarbamate (230 mg, 0.76 mmol) in THF (5 mL) under argon was added NaH (23.9 mg, 1 mmol). After 15 min iodomethane (62 μL, 1 mmol) was added and the reaction mixture was stirred for 1 h. The reaction mixture was poured into saturated aqueous NH4Cl solution and extracted three times with EtOAc. The combined organic phases were washed with brine and dried over MgSO4. Filtration followed by removal of volatiles under reduced... As a reaction SMILES: [F:1][C:2]1[CH:7]=[CH:6][C:5]([C:8]2[CH:13]=[CH:12][N:11]=[CH:10][C:9]=2[NH:14][C:15](=[O:21])[O:16][C:17]([CH3:20])([CH3:19])[CH3:18])=[C:4]([CH3:22])[CH:3]=1.[H-].[Na+].I[CH3:26].[NH4+].[Cl-]>C1COCC1>[C:17]([O:16][C:15](=[O:21])[N:14]([C:9]1[CH:10]=[N:11][CH:12]=[CH:13][C:8]=1[C:5]1[CH:6]=[CH:7][C:2]([F:1])=[CH:3][C:4]=1[CH3:22])[CH3:26])([CH3:18])([CH3:19])[CH3:20] |f:1.2,4.5|. Run in C1CCOC1 (THF). The reactants are FC1=CC(=C(C=C1)C1=C(C=NC=C1)NC(OC(C)(C)C)=O)C (tert-butyl 4-(4-fluoro-2-methylphenyl)pyridin-3-ylcarbamate), [H-].[Na+] (NaH), [NH4+].[Cl-] (NH4Cl), IC (iodomethane). Run at time 1 hour. Yields the product C(C)(C)(C)OC(N(C)C=1C=NC=CC1C1=C(C=C(C=C1)F)C)=O ([4-(4-fluoro-2-methyl-phenyl)-pyridin-3-yl]-methyl-carbamic acid tert-butyl ester). As a reaction SMILES: [Cl:1][C:2]1[CH:3]=[C:4]([OH:13])[C:5]([O:8][CH:9]([C:11]#[N:12])[CH3:10])=[CH:6][CH:7]=1.C(=O)([O-])[O-].[K+].[K+].Cl[CH2:21][C:22]#[N:23]>CC(C)=O>[Cl:1][C:2]1[CH:3]=[C:4]([C:5]([O:8][CH:9]([C:11]#[N:12])[CH3:10])=[CH:6][CH:7]=1)[O:13][CH2:21][C:22]#[N:23] |f:1.2.3|. Reactants: ClC=1C=C(C(=CC1)OC(C)C#N)O (3-chloro-6-(1-cyanoethoxy)-phenol), C([O-])([O-])=O.[K+].[K+] (potassium carbonate), ClCC#N (chloroacetonitrile), C([O-])([O-])=O.[K+].[K+] (potassium carbonate), ClCC#N (chloroacetonitrile). Run at time 3.5 hour. Reported procedure: A mixture of 3-chloro-6-(1-cyanoethoxy)-phenol (34.6 g., 0.175 mole), finely powdered anhydrous potassium carbonate (37.2 g., 0.27 mole) and acetone (250 ml.) is stirred under reflux while chloroacetonitrile (9.8 g., 0.13 mole) is added over a period of about 5 minutes. The mixture then is heated under reflux with vigorous stirring for 1.5 hours, whereupon more potassium carbonate (12.5 g., 0.09 mole) and chloroacetonitrile (3.4 g., 0.045 mole) are added. Stirring and heating are continued for 3... Product: ClC=1C=C(OCC#N)C(=CC1)OC(C)C#N (3-chloro-6-(1-cyanoethoxy)-phenoxyacetonitrile). Run in CC(=O)C (acetone).